Dataset: the Open Reaction Database (ORD), a public repository of structured organic reaction records. Task: describe an organic reaction: reactants, conditions, products, and yield Starting materials: FC(S(=O)(=O)O)(F)F (trifluoromethanesulfonic acid), C(#N)CC(=O)OC(COC1=CC(=C(C=C1)C(C1=CC=CC=C1)=O)O)COC1=CC(=C(C=C1)C(C1=CC=CC=C1)=O)O (1,3-bis-(4-benzoyl-3-hydroxyphenoxy)-prop-2-yl cyanoacetate), CC(=O)C (acetone). Run at temperature 56 celsius. The product is C(#N)C(C(=O)OC(COC1=CC(=C(C=C1)C(C1=CC=CC=C1)=O)O)COC1=CC(=C(C=C1)C(C1=CC=CC=C1)=O)O)=C(C)C (1,3-bis-(4-benzoyl-3-hydroxyphenoxy)-prop-2-yl 2-cyano-3,3-dimethylacrylate). Yield: 86.0%. As a reaction SMILES: FC(F)(F)S(O)(=O)=O.[C:9]([CH2:11][C:12]([O:14][CH:15]([CH2:33][O:34][C:35]1[CH:40]=[CH:39][C:38]([C:41](=[O:48])[C:42]2[CH:47]=[CH:46][CH:45]=[CH:44][CH:43]=2)=[C:37]([OH:49])[CH:36]=1)[CH2:16][O:17][C:18]1[CH:23]=[CH:22][C:21]([C:24](=[O:31])[C:25]2[CH:30]=[CH:29][CH:28]=[CH:27][CH:26]=2)=[C:20]([OH:32])[CH:19]=1)=[O:13])#[N:10].[CH3:50][C:51]([CH3:53])=O>>[C:9]([C:11](=[C:51]([CH3:53])[CH3:50])[C:12]([O:14][CH:15]([CH2:16][O:17][C:18]1[CH:23]=[CH:22][C:21]([C:24](=[O:31])[C:25]2[CH:26]=[CH:27][CH:28]=[CH:29][CH:30]=2)=[C:20]([OH:32])[CH:19]=1)[CH2:33][O:34][C:35]1[CH:40]=[CH:39][C:38]([C:41](=[O:48])[C:42]2[CH:43]=[CH:44][CH:45]=[CH:46][CH:47]=2)=[C:37]([OH:49])[CH:36]=1)=[O:13])#[N:10]. Reported procedure: 1 g of trifluoromethanesulfonic acid was added to a solution of 55.2 g (0.1 mole) of 1,3-bis-(4-benzoyl-3-hydroxyphenoxy)-prop-2-yl cyanoacetate in 300 ml of acetone, and the solution was heated for 3 hours at a temperature of 56° C. After cooling to room temperature, the resulting crystalline precipitate was filtered off with suction and recrystallized from acetone. After drying, 51 g (86 percent of theory) of 1,3-bis-(4-benzoyl-3-hydroxyphenoxy)-prop-2-yl 2-cyano-3,3-dimethylacrylate were obta... Starting materials: C(C)(C)[C@H]1NS(CC1)(=O)=O ((S)-3-isopropylisothiazolidine 1,1-dioxide), CC=1C(=NC=C(C1)C)N1CCN(CC1)C(=O)C1=CC=C(C=C1)I ([4-(3,5-dimethylpyridin-2-yl)piperazin-1-yl](4-iodophenyl)methanone). Yields the product CC=1C(=NC=C(C1)C)N1CCN(CC1)C(=O)C1=CC=C(C=C1)N1S(CC[C@H]1C(C)C)(=O)=O ((S)-[4-(3,5-dimethylpyridin-2-yl)piperazin-1-yl][4-(3-isopropyl-1,1-dioxo-1λ6-isothiazolidin-2-yl)phenyl]methanone). Isolated yield 14.9%. As a reaction SMILES: [CH:1]([C@@H:4]1[CH2:8][CH2:7][S:6](=[O:10])(=[O:9])[NH:5]1)([CH3:3])[CH3:2].[CH3:11][C:12]1[C:13]([N:19]2[CH2:24][CH2:23][N:22]([C:25]([C:27]3[CH:32]=[CH:31][C:30](I)=[CH:29][CH:28]=3)=[O:26])[CH2:21][CH2:20]2)=[N:14][CH:15]=[C:16]([CH3:18])[CH:17]=1>>[CH3:11][C:12]1[C:13]([N:19]2[CH2:20][CH2:21][N:22]([C:25]([C:27]3[CH:32]=[CH:31][C:30]([N:5]4[C@H:4]([CH:1]([CH3:3])[CH3:2])[CH2:8][CH2:7][S:6]4(=[O:10])=[O:9])=[CH:29][CH:28]=3)=[O:26])[CH2:23][CH2:24]2)=[N:14][CH:15]=[C:16]([CH3:18])[CH:17]=1. Reported procedure: Using (S)-3-isopropylisothiazolidine 1,1-dioxide (300 mg) described in Preparation Example 6 and [4-(3,5-dimethylpyridin-2-yl)piperazin-1-yl](4-iodophenyl)methanone (421 mg) described in Preparation Example 113 and by the reaction and treatment in the same manner as in Example 4, the title compound (68 mg) was obtained. Starting materials: [OH-].[Na+] (sodium hydroxide), FC(C=1C=C(CN(C2=NC=C(C=N2)OCCCC(=O)OCC)CC2=C(C=CC(=C2)C(F)(F)F)N(CC)CCCC)C=C(C1)C(F)(F)F)(F)F (Ethyl 4-(2-{(3,5-bis-trifluoromethyl-benzyl)-[2-(butyl-ethyl-amino)-5-trifluoromethyl-benzyl]-amino}-pyrimidin-5-yloxy)-butyrate), C(C)(=O)OCC (ethyl acetate). The solvent is C(C)O (ethanol). Reaction conditions: time 8 hour. Yields the product FC(C=1C=C(CN(C2=NC=C(C=N2)OCCCC(=O)O)CC2=C(C=CC(=C2)C(F)(F)F)N(CC)CCCC)C=C(C1)C(F)(F)F)(F)F (4-(2-{(3,5-bis-trifluoromethyl-benzyl)-[2-(butyl-ethyl-amino)-5-trifluoromethyl-benzyl]-amino}-pyrimidin-5-yloxy)-butyric acid). Isolated yield 65.3%. RXN SMILES: [F:1][C:2]([F:49])([F:48])[C:3]1[CH:4]=[C:5]([CH:41]=[C:42]([C:44]([F:47])([F:46])[F:45])[CH:43]=1)[CH2:6][N:7]([CH2:23][C:24]1[CH:29]=[C:28]([C:30]([F:33])([F:32])[F:31])[CH:27]=[CH:26][C:25]=1[N:34]([CH2:37][CH2:38][CH2:39][CH3:40])[CH2:35][CH3:36])[C:8]1[N:13]=[CH:12][C:11]([O:14][CH2:15][CH2:16][CH2:17][C:18]([O:20]CC)=[O:19])=[CH:10][N:9]=1.[OH-].[Na+].C(OCC)(=O)C>C(O)C>[F:49][C:2]([F:1])([F:48])[C:3]1[CH:4]=[C:5]([CH:41]=[C:42]([C:44]([F:45])([F:46])[F:47])[CH:43]=1)[CH2:6][N:7]([CH2:23][C:24]1[CH:29]=[C:28]([C:30]([F:33])([F:32])[F:31])[CH:27]=[CH:26][C:25]=1[N:34]([CH2:37][CH2:38][CH2:39][CH3:40])[CH2:35][CH3:36])[C:8]1[N:9]=[CH:10][C:11]([O:14][CH2:15][CH2:16][CH2:17][C:18]([OH:20])=[O:19])=[CH:12][N:13]=1 |f:1.2|. Procedure details: Ethyl 4-(2-{(3,5-bis-trifluoromethyl-benzyl)-[2-(butyl-ethyl-amino)-5-trifluoromethyl-benzyl]-amino}-pyrimidin-5-yloxy)-butyrate (110 mg) is dissolved in ethanol (2 ml) and thereto is added a 2N-aqueous sodium hydroxide solution (233 μl) and the mixture is stirred at room temperature overnight. Thereto are added ethyl acetate and a saturated aqueous citric acid solution, and the mixture is separated and the organic layer is washed with a saturated brine, dried over magnesium sulfate and concentr... Reactants: CC=1NC2=C(N1)C=CC=C2 (2-methylbenzimidazole), ClC1=NC(=C2N=C(N(C2=N1)C)CN1CCN(CC1)C(CO)CC)N1CCOCC1 (2-(4-((2-chloro-9-methyl-6-morpholino-9H-purin-8-yl)methyl)piperazin-1-yl)butan-1-ol). Product: CN1C2=NC(=NC(=C2N=C1CN1CCN(CC1)[C@H](CO)CC)N1CCOCC1)N1C(=NC2=C1C=CC=C2)C ((S)-2-(4-((9-methyl-2-(2-methyl-1H-benzo[d]imidazol-1-yl)-6-morpholino-9H-purin-8-yl)methyl)piperazin-1-yl)butan-1-ol). As a reaction SMILES: [CH3:1][C:2]1[NH:3][C:4]2[CH:10]=[CH:9][CH:8]=[CH:7][C:5]=2[N:6]=1.Cl[C:12]1[N:20]=[C:19]2[C:15]([N:16]=[C:17]([CH2:22][N:23]3[CH2:28][CH2:27][N:26]([CH:29]([CH2:32][CH3:33])[CH2:30][OH:31])[CH2:25][CH2:24]3)[N:18]2[CH3:21])=[C:14]([N:34]2[CH2:39][CH2:38][O:37][CH2:36][CH2:35]2)[N:13]=1>>[CH3:21][N:18]1[C:17]([CH2:22][N:23]2[CH2:24][CH2:25][N:26]([C@@H:29]([CH2:32][CH3:33])[CH2:30][OH:31])[CH2:27][CH2:28]2)=[N:16][C:15]2[C:19]1=[N:20][C:12]([N:3]1[C:4]3[CH:10]=[CH:9][CH:8]=[CH:7][C:5]=3[N:6]=[C:2]1[CH3:1])=[N:13][C:14]=2[N:34]1[CH2:39][CH2:38][O:37][CH2:36][CH2:35]1. Reported procedure: Following General Procedure I for Buchwald coupling, 2-methylbenzimidazole and 2-(4-((2-chloro-9-methyl-6-morpholino-9H-purin-8-yl)methyl)piperazin-1-yl)butan-1-ol were reacted. The enantiomers were separated by SFC to give 382. LCMS m/z: 520.3 (MH+) Starting materials: COC=1C=C(C=CC1)O (3-methoxyphenol), Cl.C(C1=CC=CC=C1)N1CC(C(CC1)=O)C(=O)OC (methyl 1-benzyl-4-oxo-3-piperidinecarboxylate hydrochloride), ice, [OH-].[NH4+] (ammonium hydroxide), O (water), [OH-].[NH4+] (ammonium hydroxide). Solvent: S(O)(O)(=O)=O (sulfuric acid). Conditions: time 48 hour. The product is C(C1=CC=CC=C1)N1CC2=C(CC1)C=1C=CC(=CC1OC2=O)OC (3-Benzyl-8-methoxy-1,2,3,4-tetrahydro-chromeno[3,4-c]-pyridin-5-one). Yield: 47.1%. RXN SMILES: [CH3:1][O:2][C:3]1[CH:4]=C(O)[CH:6]=[CH:7][CH:8]=1.Cl.[CH2:11]([N:18]1[CH2:23][CH2:22][C:21](=O)[CH:20]([C:25]([O:27][CH3:28])=[O:26])[CH2:19]1)[C:12]1[CH:17]=[CH:16][CH:15]=[CH:14][CH:13]=1.O.[OH-].[NH4+]>S(=O)(=O)(O)O>[CH2:11]([N:18]1[CH2:23][CH2:22][C:21]2[C:6]3[CH:7]=[CH:8][C:3]([O:2][CH3:1])=[CH:4][C:28]=3[O:27][C:25](=[O:26])[C:20]=2[CH2:19]1)[C:12]1[CH:17]=[CH:16][CH:15]=[CH:14][CH:13]=1 |f:1.2,4.5|. Procedure details: A mixture of 3-methoxyphenol (28.3 g, 227 mmol) and methyl 1-benzyl-4-oxo-3-piperidinecarboxylate hydrochloride (46.1 g, 162 mmol) is cooled in ice and treated dropwise with a solution prepared from 38 mL of water diluted to 150 mL with concentrated sulfuric acid. The mixture is stirred at room temperature for 48 hours, then added slowly to 500 g of ice and 100 mL of concentrated ammonium hydroxide. Additional ice and ammonium hydroxide are added until the pH of the mixture is 10 to 11. Stirring... As a reaction SMILES: [ClH:23].[O:1]=[c:2]1[n:3](-[c:17]2[cH:18][cH:19][cH:20][cH:21][cH:22]2)[cH:4][cH:5][c:6]([CH2:8][NH:9][C:10](=[O:11])[O:12][C:13]([CH3:14])([CH3:15])[CH3:16])[cH:7]1.[O:24]1[CH2:25][CH2:26][O:27][CH2:28][CH2:29]1>>[ClH:23].[O:1]=[c:2]1[n:3](-[c:17]2[cH:18][cH:19][cH:20][cH:21][cH:22]2)[cH:4][cH:5][c:6]([CH2:8][NH2:9])[cH:7]1. Reactants: Cl, CC(C)(C)OC(=O)NCc1ccn(-c2ccccc2)c(=O)c1, C1COCCO1. Yields the product Cl, NCc1ccn(-c2ccccc2)c(=O)c1. Reactants: CC(=O)[O-], C1CCOC1, C[Si](C)(C)[N-][Si](C)(C)C, CC(C)(O)COc1c(-c2ccc(S(C)(=O)=O)cc2)cnn(-c2ccc(F)c(F)c2)c1=O, NOS(=O)(=O)O, [Na+], [Na+], [Na+], [OH-], O, O, O, O. Product: CC(C)(O)COc1c(-c2ccc(S(N)(=O)=O)cc2)cnn(-c2ccc(F)c(F)c2)c1=O. Reaction SMILES: [C:47]([O-:48])(=[O:49])[CH3:50].[CH2:58]1[O:59][CH2:60][CH2:61][CH2:62]1.[CH3:33][Si:34]([N-:37][Si:35]([CH3:36])([CH3:38])[CH3:39])([CH3:40])[CH3:41].[F:1][c:2]1[cH:3][c:4](-[n:9]2[n:10][cH:11][c:12](-[c:22]3[cH:23][cH:24][c:25]([S:28](=[O:29])(=[O:30])[CH3:31])[cH:26][cH:27]3)[c:13]([O:16][CH2:17][C:18]([CH3:19])([CH3:20])[OH:21])[c:14]2=[O:15])[cH:5][cH:6][c:7]1[F:8].[NH2:52][O:53][S:54]([OH:55])(=[O:56])=[O:57].[Na+:32].[Na+:43].[Na+:51].[OH-:42].[OH2:44].[OH2:45].[OH2:46].[OH2:63]>>[F:1][c:2]1[cH:3][c:4](-[n:9]2[n:10][cH:11][c:12](-[c:22]3[cH:23][cH:24][c:25]([S:28](=[O:29])(=[O:30])[NH2:37])[cH:26][cH:27]3)[c:13]([O:16][CH2:17][C:18]([CH3:19])([CH3:20])[OH:21])[c:14]2=[O:15])[cH:5][cH:6][c:7]1[F:8]. Starting materials: [H-].[Na+] (Sodium hydride), NC=1SC(=NN1)SCCN(CC)CC (2-amino-5-diethylaminoethylthio-1,3,4-thiadiazole), C(C)(C)C1=CC=C(C(=O)O)C=C1 (4-Isopropylbenzoic acid), C(=O)(N1C=NC=C1)N1C=NC=C1 (carbonyldiimidazole). Solvent: O1CCCC1 (tetrahydrofuran), O1CCCC1 (tetrahydrofuran). Conditions: time 4 hour. Product: C(C)(C)C1=CC=C(C(=O)NC=2SC(=NN2)SCCN(CC)CC)C=C1 (2-(4-isopropylbenzoyl)amino-5-diethylaminoethylthio-1,3,4-thiadiazole). Yield: 94.9%. RXN SMILES: [H-].[Na+].[NH2:3][C:4]1[S:5][C:6]([S:9][CH2:10][CH2:11][N:12]([CH2:15][CH3:16])[CH2:13][CH3:14])=[N:7][N:8]=1.[CH:17]([C:20]1[CH:28]=[CH:27][C:23]([C:24](O)=[O:25])=[CH:22][CH:21]=1)([CH3:19])[CH3:18].C(N1C=CN=C1)(N1C=CN=C1)=O>O1CCCC1>[CH:17]([C:20]1[CH:21]=[CH:22][C:23]([C:24]([NH:3][C:4]2[S:5][C:6]([S:9][CH2:10][CH2:11][N:12]([CH2:15][CH3:16])[CH2:13][CH3:14])=[N:7][N:8]=2)=[O:25])=[CH:27][CH:28]=1)([CH3:19])[CH3:18] |f:0.1|. Procedure: Sodium hydride (0.6 g) and 2-amino-5-diethylaminoethylthio-1,3,4-thiadiazole (2.3 g) were stirred in tetrahydrofuran (30 ml) for 30 minutes while being cooled with ice. 4-Isopropylbenzoic acid (1.6 g) and carbonyldiimidazole (1.8 g) were stirred in tetrahydrofuran (30 ml) for 30 minutes at room temperature and the mixture was added to the former reaction mixture. The mixture was stirred for 4 hours at room temperature, and then concentrated under a vacuum. The residue, with water added thereto, ... Reactants: C1COP(=O)(NC1O)N(CCCl)CCCl (4-hydroxycyclophosphamide), C(C)OC(NO)=O (ethylhydroxycarbamate), ClC(C(=O)O)(Cl)Cl (trichloroacetic acid). The solvent is C(Cl)Cl (methylenechloride), alcohol. Conditions: time 3 day. Yields the product C(C)OC(NOC1NP(OCC1)(=O)N(CCCl)CCCl)=O (Ethyl-2-[bis-(2-chloroethyl)-amino]-2-oxo-tetrahydro-2H-1,3,2-oxazaphosphorin-4-yl-oxy-carbamate). As a reaction SMILES: [CH2:1]1[CH:7]([OH:8])[NH:6][P:4]([N:9]([CH2:13][CH2:14][Cl:15])[CH2:10][CH2:11][Cl:12])(=[O:5])[O:3][CH2:2]1.[CH2:16]([O:18][C:19](=[O:22])[NH:20]O)[CH3:17].ClC(Cl)(Cl)C(O)=O>C(Cl)Cl>[CH2:16]([O:18][C:19](=[O:22])[NH:20][O:8][CH:7]1[CH2:1][CH2:2][O:3][P:4]([N:9]([CH2:13][CH2:14][Cl:15])[CH2:10][CH2:11][Cl:12])(=[O:5])[NH:6]1)[CH3:17]. Procedure: 550 mg (2 mmol) of 4-hydroxycyclophosphamide and 210 mg (2 mmol) of ethylhydroxycarbamate (hydroxyurethane) are dissolved in 5 ml of dry methylenechloride free of alcohol. A catalytic amount of trichloroacetic acid and molecular sieve 4 A are added thereto. The reaction mixture is allowed to stand at -25° C. for 3 days. Thereafter, the molecular sieve is separated and washed once with a diluted solution of NaHCO3. The methylenechloride phase is dried over sodium sulfate and part of the solvent i...